Dataset: the Open Reaction Database (ORD), a public repository of structured organic reaction records. Task: describe an organic reaction: reactants, conditions, products, and yield The reactants are [Li]C(C)CC (sec-BuLi), C(C)(C)(C)OC(NC1=C(C=CC(=C1)OC)C)=O ((5-methoxy-2-methyl-phenyl)-carbamic acid t-butyl ester), C(CC)=O (propionaldehyde). The solvent is C1CCOC1 (THF). Run at temperature -20 celsius. Product: C(C)(C)(C)OC(NC1=C(C=CC(=C1)OC)CC(CC)O)=O ([2-(2-Hydroxy-butyl)-5-methoxy-phenyl]-carbamic acid t-butyl Ester). The yield is 39.3%. As a reaction SMILES: [C:1]([O:5][C:6](=[O:17])[NH:7][C:8]1[CH:13]=[C:12]([O:14][CH3:15])[CH:11]=[CH:10][C:9]=1[CH3:16])([CH3:4])([CH3:3])[CH3:2].[Li]C(CC)C.[CH:23](=[O:26])[CH2:24][CH3:25]>C1COCC1>[C:1]([O:5][C:6](=[O:17])[NH:7][C:8]1[CH:13]=[C:12]([O:14][CH3:15])[CH:11]=[CH:10][C:9]=1[CH2:16][CH:23]([OH:26])[CH2:24][CH3:25])([CH3:4])([CH3:3])[CH3:2]. Procedure details: To a solution of (5-methoxy-2-methyl-phenyl)-carbamic acid t-butyl ester (6.95 g, 29.3 mmole) in 100 ml THF cooled at −45° C. was added sec-BuLi (45 ml, 58.5 mmole) slowly to keep temperature lower than −45° C. The reaction mixture was stirred and warmed to −20° C., then cooled to −45° C. and propionaldehyde (2.67 ml, 36.63 mmole) was added. The reaction mixture was stirred and warmed to room temperature for 1 h, quenched with 1N HCl and extracted with EtOAc, dried over MgSO4 and concentrated. T...